From a dataset of the Open Reaction Database (ORD), a public repository of structured organic reaction records. describe an organic reaction: reactants, conditions, products, and yield Reactants: [H-].[H-].[H-].[H-].[Al+3].[Li+] (Lithium aluminum tetrahydride), C(C)[C@H]([C@H](C(=O)N(C)C)C)C1=CC(=CC=C1)OC ((αR,βR)-β-ethyl-3-methoxy-N,N,α-trimethylbenzenepropanamide). Solvent: O1CCCC1 (tetrahydrofuran), O1CCCC1 (tetrahydrofuran). Conditions: time 2 hour. The product is C(C)[C@H]([C@H](CN(C)C)C)C1=CC(=CC=C1)OC ((βR,γR)-γ-ethyl-N,N,β-trimethyl-3-methoxybenzenepropanamine). Yield: 89.7%. RXN SMILES: [H-].[H-].[H-].[H-].[Al+3].[Li+].[CH2:7]([C@@H:9]([C:17]1[CH:22]=[CH:21][CH:20]=[C:19]([O:23][CH3:24])[CH:18]=1)[C@@H:10]([CH3:16])[C:11]([N:13]([CH3:15])[CH3:14])=O)[CH3:8]>O1CCCC1>[CH2:7]([C@@H:9]([C:17]1[CH:22]=[CH:21][CH:20]=[C:19]([O:23][CH3:24])[CH:18]=1)[C@@H:10]([CH3:16])[CH2:11][N:13]([CH3:15])[CH3:14])[CH3:8] |f:0.1.2.3.4.5|. Procedure: Lithium aluminum tetrahydride (730 mg, 20 mmol) was suspended in tetrahydrofuran (10 ml), after the mixture was cooled in an ice-water bath, the solution of product of Example 15 (2.2 g, 9.0 mmol) in tetrahydrofuran (10 ml) was added dropwise, then the reaction was carried out for 2 hours, and quenched by adding 10% NaOH aqueous solution, after the reaction solution was extracted with ethyl acetate for three times, the organic phases were combined, washed with saturated brine, dried over anhydro... Starting materials: OCC(O)CO (glycerol), C(CCCCCCCCC)(=O)O (decanoic acid), dihydrogen. The reagents and catalysts are [Pd] (Pd/C). Reaction conditions: temperature 120 celsius. The product is C(CCCCCCCCC)OCC(O)CO.CCOCC (1-O-decanyl-glycerol ether). Isolated yield 46.0%. Reaction SMILES: [OH:1][CH2:2][CH:3]([CH2:5][OH:6])[OH:4].[C:7]([OH:18])(=O)[CH2:8][CH2:9][CH2:10][CH2:11][CH2:12][CH2:13][CH2:14][CH2:15][CH3:16]>[Pd]>[CH2:7]([O:1][CH2:2][CH:3]([CH2:5][OH:6])[OH:4])[CH2:8][CH2:9][CH2:10][CH2:11][CH2:12][CH2:13][CH2:14][CH2:15][CH3:16].[CH3:2][CH2:3][O:18][CH2:7][CH3:8] |f:3.4|. Procedure: A stirred autoclave was charged, at room temperature, with 65.35 g (710 mmol) of glycerol, 3.01 g (17.5 mmol) of decanoic acid, 0.30 g (10 wt %) of AMBERLYST® (a polymer based catalyst) 35 resin and 0.39 g (1.0 mol %) of Pd/C at 5%. The autoclave was then pressurized at 50 bar of dihydrogen gas H2, and then it was heated at 120° C. for 16 h, stirring vigorously. After 16 h of reaction, the reaction mixture was brought back to room temperature. The catalyst was filtered on a MILLIPORE® filter (a ... The reactants are C(C1=CC=CC=C1)OC1=C(C=C(C=C1)N1CCN(CC1)CCCC1CCCCC1)Cl (1-(4-benzyloxy-3-chlorophenyl)-4-(3-cyclohexylpropyl)piperazine), C(C1=CC=CC=C1)OC1=C(C=C(C=C1)N1CCN(CC1)CCCC1=CC=CC=C1)F (1-(4-benzyloxy-3-fluorophenyl)-4-(3-phenylpropyl)-piperazine). As a reaction SMILES: C(OC1C=CC(N2CCN(CCCC3CCCCC3)CC2)=CC=1Cl)C1C=CC=CC=1.C([O:38][C:39]1[CH:44]=[CH:43][C:42]([N:45]2[CH2:50][CH2:49][N:48]([CH2:51][CH2:52][CH2:53][C:54]3[CH:59]=[CH:58][CH:57]=[CH:56][CH:55]=3)[CH2:47][CH2:46]2)=[CH:41][C:40]=1[F:60])C1C=CC=CC=1>>[F:60][C:40]1[CH:41]=[C:42]([N:45]2[CH2:46][CH2:47][N:48]([CH2:51][CH2:52][CH2:53][C:54]3[CH:55]=[CH:56][CH:57]=[CH:58][CH:59]=3)[CH2:49][CH2:50]2)[CH:43]=[CH:44][C:39]=1[OH:38]. Yields the product FC1=C(C=CC(=C1)N1CCN(CC1)CCCC1=CC=CC=C1)O (2-fluoro-4-[4-(3-phenylpropyl)piperazin-1-yl]phenol). Isolated yield 73.1%. Procedure details: Production Example 30 was repeated except that 1-(4-benzyloxy-3-chlorophenyl)-4-(3-cyclohexylpropyl)piperazine was replaced with 1-(4-benzyloxy-3-fluorophenyl)-4-(3-phenylpropyl)-piperazine (394 mg). The resulting crude product was purified on TLC (developer, chloroform: methanol=10:1) to provide 2-fluoro-4-[4-(3-phenylpropyl)piperazin-1-yl]phenol (224 mg). The reactants are ClCC(=O)C1=C(C=C(C=C1)F)F (2-Chloro-2',4'-difluoroacetophenone), FC1=C(C=CC(=C1)F)C=1N=CSC1 (4-(2,4-difluorophenyl)thiazole), C(CCC)[Li] (n-butyllithium), N1N=CN=C1 (1,2,4-triazole), [H-].[Na+] (sodium hydride). Product: FC1=C(C=CC(=C1)F)C(CN1N=CN=C1)(O)C=1SC=C(N1)C1=C(C=C(C=C1)F)F (1-(2,4-difluorophenyl)-1-(4-(2,4-difluorophenyl)thiazol-2-yl)-2-(1H-1,2,4-triazol-1-yl)-ethanol). Reaction SMILES: Cl[CH2:2][C:3]([C:5]1[CH:10]=[CH:9][C:8]([F:11])=[CH:7][C:6]=1[F:12])=[O:4].[F:13][C:14]1[CH:19]=[C:18]([F:20])[CH:17]=[CH:16][C:15]=1[C:21]1[N:22]=[CH:23][S:24][CH:25]=1.C([Li])CCC.[NH:31]1[CH:35]=[N:34][CH:33]=[N:32]1.[H-].[Na+]>>[F:12][C:6]1[CH:7]=[C:8]([F:11])[CH:9]=[CH:10][C:5]=1[C:3]([C:23]1[S:24][CH:25]=[C:21]([C:15]2[CH:16]=[CH:17][C:18]([F:20])=[CH:19][C:14]=2[F:13])[N:22]=1)([OH:4])[CH2:2][N:31]1[CH:35]=[N:34][CH:33]=[N:32]1 |f:4.5|. Procedure details: 2-Chloro-2',4'-difluoroacetophenone is added to 4-(2,4-difluorophenyl)thiazole in the presence of n-butyllithium. After subjecting the reaction product to a post treatment, 1,2,4-triazole and sodium hydride are added thereto to obtain 1-(2,4-difluorophenyl)-1-(4-(2,4-difluorophenyl)thiazol-2-yl)-2-(1H-1,2,4-triazol-1-yl)-ethanol. Starting materials: COC1=C(C=CC(=C1)OC)NCC=1C=NC=CC1 (3-(2,4-dimethoxyphenylaminomethyl)pyridine), C([O-])([O-])=O.[K+].[K+] (potassium carbonate), CS(=O)(=O)Cl (methanesulfonyl chloride). Run in ClCCl (dichloromethane). Yields the product COC1=C(C=CC(=C1)OC)N(S(=O)(=O)C)CC=1C=NC=CC1 (N-(2,4-dimethoxyphenyl)-N-(pyridin-3-ylmethyl)methanesulfonamide). As a reaction SMILES: [CH3:1][O:2][C:3]1[CH:8]=[C:7]([O:9][CH3:10])[CH:6]=[CH:5][C:4]=1[NH:11][CH2:12][C:13]1[CH:14]=[N:15][CH:16]=[CH:17][CH:18]=1.C(=O)([O-])[O-].[K+].[K+].[CH3:25][S:26](Cl)(=[O:28])=[O:27]>ClCCl>[CH3:1][O:2][C:3]1[CH:8]=[C:7]([O:9][CH3:10])[CH:6]=[CH:5][C:4]=1[N:11]([CH2:12][C:13]1[CH:14]=[N:15][CH:16]=[CH:17][CH:18]=1)[S:26]([CH3:25])(=[O:28])=[O:27] |f:1.2.3|. Procedure details: A 7.3 g. portion of 3-(2,4-dimethoxyphenylaminomethyl)pyridine was dissolved in 25 ml. of dichloromethane, and 5.5 g. of potassium carbonate and 3.1 ml. of methanesulfonyl chloride were added. The mixture was stirred under reflux overnight. Then it was cooled, diluted with 25 ml. of dichloromethane and washed with 25 ml. of aqueous sodium bicarbonate. The organic layer was separated, washed with water, dried over magnesium sulfate and evaporated under vacuum. The residue was suspended in ethyl a... The reactants are C(C)OC(CCCN1CC2=CC(=CC=C2CC1)S(NC1=CC(=CC=C1)Cl)(=O)=O)=O (ethyl-4-[7-(3-chlorophenylsulphamoyl)-1,2,3,4-tetrahydroisoquinolin-2-yl]butyrate), [OH-].[Na+] (NaOH). The solvent is C(C)O (ethanol). Conditions: time 1 hour. The product is ClC=1C=C(C=CC1)NS(=O)(=O)C1=CC=C2CCN(CC2=C1)CCCC(=O)O (4-[7-(3-chlorophenylsulphamoyl)-1,2,3,4-tetrahydroisoquinolin-2-yl]butyric acid). Reaction SMILES: C([O:3][C:4](=[O:29])[CH2:5][CH2:6][CH2:7][N:8]1[CH2:17][CH2:16][C:15]2[C:10](=[CH:11][C:12]([S:18](=[O:28])(=[O:27])[NH:19][C:20]3[CH:25]=[CH:24][CH:23]=[C:22]([Cl:26])[CH:21]=3)=[CH:13][CH:14]=2)[CH2:9]1)C.[OH-].[Na+]>C(O)C>[Cl:26][C:22]1[CH:21]=[C:20]([NH:19][S:18]([C:12]2[CH:11]=[C:10]3[C:15]([CH2:16][CH2:17][N:8]([CH2:7][CH2:6][CH2:5][C:4]([OH:29])=[O:3])[CH2:9]3)=[CH:14][CH:13]=2)(=[O:27])=[O:28])[CH:25]=[CH:24][CH:23]=1 |f:1.2|. Reported procedure: A mixture of ethyl-4-[7-(3-chlorophenylsulphamoyl)-1,2,3,4-tetrahydroisoquinolin-2-yl]butyrate (0.59 g, 1.35 mmol) and 10% NaOH solution (4 ml) in ethanol (10 ml) was stirred for 1 hr. Ethanol was removed in vacuo, water added (10 ml) and the pH adjusted to 6 with 2N HCl. The resulting precipitate was crystallized from methanol-water to give 4-[7-(3-chlorophenylsulphamoyl)-1,2,3,4-tetrahydroisoquinolin-2-yl]butyric acid. 0.4H2O (0.44 g, 80%); mpt. 201°-203° C. The reactants are ClCCN(C(OC(C)(C)C)=O)CCCl (tert-butyl bis(2-chloroethyl)carbamate), COC=1C=C(C=CC1)CC#N (3-methoxyphenylacetonitrile), [H-].[Na+] (sodium hydride). Product: COC=1C=C(C=CC1)C1(CCN(CC1)C(=O)OC(C)(C)C)C#N (tert-Butyl 4-(3-methoxyphenyl)-4-cyanopiperidine-1-carboxylate). Run in C1CCOC1 (THF), CS(=O)C (DMSO), CS(=O)C (DMSO). RXN SMILES: [H-].[Na+].[CH3:3][O:4][C:5]1[CH:6]=[C:7]([CH2:11][C:12]#[N:13])[CH:8]=[CH:9][CH:10]=1.Cl[CH2:15][CH2:16][N:17]([CH2:25][CH2:26]Cl)[C:18](=[O:24])[O:19][C:20]([CH3:23])([CH3:22])[CH3:21]>CS(C)=O.C1COCC1>[CH3:3][O:4][C:5]1[CH:6]=[C:7]([C:11]2([C:12]#[N:13])[CH2:26][CH2:25][N:17]([C:18]([O:19][C:20]([CH3:22])([CH3:21])[CH3:23])=[O:24])[CH2:16][CH2:15]2)[CH:8]=[CH:9][CH:10]=1 |f:0.1|. Isolated yield 87.9%. Procedure: This compound is prepared by the procedure described in step A of preparation 1.8, from 16.3 g of sodium hydride at a concentration of 60% in oil in 400 ml of DMSO, 30 g of 3-methoxyphenylacetonitrile in 150 ml of THF and 47 g of tert-butyl bis(2-chloroethyl)carbamate in 100 ml of DMSO. This gives 54 g of the expected product.